From a dataset of the Open Reaction Database (ORD), a public repository of structured organic reaction records. describe an organic reaction: reactants, conditions, products, and yield Starting materials: CN(C)C=O, COc1cccc2cc(C3CCOC3)oc12, [H-], [Na+]. Product: Oc1cccc2cc(C3CCOC3)oc12. As a reaction SMILES: [CH3:19][N:20]([CH3:21])[CH:22]=[O:23].[CH3:3][O:4][c:5]1[cH:6][cH:7][cH:8][c:9]2[cH:10][c:11]([CH:14]3[CH2:15][O:16][CH2:17][CH2:18]3)[o:12][c:13]12.[H-:1].[Na+:2]>>[OH:4][c:5]1[cH:6][cH:7][cH:8][c:9]2[cH:10][c:11]([CH:14]3[CH2:15][O:16][CH2:17][CH2:18]3)[o:12][c:13]12. Reactants: C1CCCC2C(C3CCCC=C3C(C12)=O)=O (OHAQ). The reagents and catalysts are [Pd] (palladium). Yields the product C1=CC=CC=2C(C3=CC=CC=C3C(C12)=O)=O (anthraquinone). Yield: 75.0%. RXN SMILES: [CH2:1]1[CH:14]2[CH:5]([C:6](=[O:16])[CH:7]3[C:12]([C:13]2=[O:15])=[CH:11][CH2:10][CH2:9][CH2:8]3)[CH2:4][CH2:3][CH2:2]1>[Pd]>[CH:8]1[C:7]2[C:6](=[O:16])[C:5]3[C:14](=[CH:1][CH:2]=[CH:3][CH:4]=3)[C:13](=[O:15])[C:12]=2[CH:11]=[CH:10][CH:9]=1. Reported procedure: The octahydro-anthraquinone (OHAQ) reaction is initially a highly exothermic and is immediately followed by the rapid elimination of hydrogen which has a pronounced cooling effect on the reaction system. Reaction times of less than 1 minute past the exotherm with a rhodium on carbon catalyst provided yields of 62 percent anthraquinone, along with isomerized OHAQ and isomerized THAQ. If the same reaction is conducted with palladium on a carbon support, a 75 percent yield of anthraquinone is obtai...